From a dataset of the Open Reaction Database (ORD), a public repository of structured organic reaction records. describe an organic reaction: reactants, conditions, products, and yield Reactants: FC(C1=CC=2N(C3=CC=CC=C3SC2C=C1)CCCN1CCC(CC1)OCCO)(F)F (2-trifluoromethyl-10-[3-(4-β-hydroxyethoxy-piperidino)-propyl]-phenothiazine), COC=1C=C(C(=O)Cl)C=C(C1OC)OC (3,4,5-trimethoxy-benzoyl chloride). Yields the product FC(C1=CC=2N(C3=CC=CC=C3SC2C=C1)CCCN1CCC(CC1)OCCOC(C1=CC(=C(C(=C1)OC)OC)OC)=O)(F)F (2-trifluoromethyl-10-[ 3{ 4-[2-(3,4,5-trimethoxy-benzoyloxy)-ethoxy]-piperidino}-propyl]-phenothiazine). Isolated yield 32.9%. As a reaction SMILES: [F:1][C:2]([F:31])([F:30])[C:3]1[CH:16]=[CH:15][C:14]2[S:13][C:12]3[C:7](=[CH:8][CH:9]=[CH:10][CH:11]=3)[N:6]([CH2:17][CH2:18][CH2:19][N:20]3[CH2:25][CH2:24][CH:23]([O:26][CH2:27][CH2:28][OH:29])[CH2:22][CH2:21]3)[C:5]=2[CH:4]=1.[CH3:32][O:33][C:34]1[CH:35]=[C:36]([CH:40]=[C:41]([O:45][CH3:46])[C:42]=1[O:43][CH3:44])[C:37](Cl)=[O:38]>>[F:31][C:2]([F:30])([F:1])[C:3]1[CH:16]=[CH:15][C:14]2[S:13][C:12]3[C:7](=[CH:8][CH:9]=[CH:10][CH:11]=3)[N:6]([CH2:17][CH2:18][CH2:19][N:20]3[CH2:21][CH2:22][CH:23]([O:26][CH2:27][CH2:28][O:29][C:37](=[O:38])[C:36]4[CH:35]=[C:34]([O:33][CH3:32])[C:42]([O:43][CH3:44])=[C:41]([O:45][CH3:46])[CH:40]=4)[CH2:24][CH2:25]3)[C:5]=2[CH:4]=1. Reported procedure: Using the procedure of Example XXXV, 18.7 g (0.04 mole) of 2-trifluoromethyl-10-[3-(4-β-hydroxyethoxy-piperidino)-propyl]-phenothiazine (prepared in Example XXIII) and 9.2 g (0.04 mole) of 3,4,5-trimethoxy-benzoyl chloride were reacted to obtain 8.5 g (33% yield) of 2-trifluoromethyl-10-[ 3{ 4-[2-(3,4,5-trimethoxy-benzoyloxy)-ethoxy]-piperidino}-propyl]-phenothiazine as a clear amber oil Reactants: FC1=CC=C(C=C1)CC1=CN=C2C(=C(C(N(C2=C1)CCN1C(CCCC1)=O)=O)C(=O)OCC)O (ethyl 7-[(4-fluorophenyl)methyl]-4-hydroxy-2-oxo-1-[2-(2-oxo-1-piperidinyl)ethyl]-1,2-dihydro-1,5-naphthyridine-3-carboxylate), CN (methylamine). The product is FC1=CC=C(C=C1)CC1=CN=C2C(=C(C(N(C2=C1)CCN1C(CCCC1)=O)=O)C(=O)NC)O (7-[(4-fluorophenyl)methyl]-4-hydroxy-N-methyl-2-oxo-1-[2-(2-oxo-1-piperidinyl)ethyl]-1,2-dihydro-1,5-naphthyridine-3-carboxamide). Reaction SMILES: [F:1][C:2]1[CH:7]=[CH:6][C:5]([CH2:8][C:9]2[CH:18]=[C:17]3[C:12]([C:13]([OH:34])=[C:14]([C:29]([O:31]CC)=O)[C:15](=[O:28])[N:16]3[CH2:19][CH2:20][N:21]3[CH2:26][CH2:25][CH2:24][CH2:23][C:22]3=[O:27])=[N:11][CH:10]=2)=[CH:4][CH:3]=1.[CH3:35][NH2:36]>>[F:1][C:2]1[CH:7]=[CH:6][C:5]([CH2:8][C:9]2[CH:18]=[C:17]3[C:12]([C:13]([OH:34])=[C:14]([C:29]([NH:36][CH3:35])=[O:31])[C:15](=[O:28])[N:16]3[CH2:19][CH2:20][N:21]3[CH2:26][CH2:25][CH2:24][CH2:23][C:22]3=[O:27])=[N:11][CH:10]=2)=[CH:4][CH:3]=1. Procedure: This compound was prepared from ethyl 7-[(4-fluorophenyl)methyl]-4-hydroxy-2-oxo-1-[2-(2-oxo-1-piperidinyl)ethyl]-1,2-dihydro-1,5-naphthyridine-3-carboxylate and methylamine using methods similar to Example 563 to provide a white solid: 1H NMR (d6-DMSO) δ 10.10 (1H, b), 8.53 (1H, s), 8.15 (1H, s), 7.37 (2H, dd, J=6, 8 Hz), 7.11 (2H, t, J=9 Hz), 4.34 (2H, t, J=7 Hz), 4.12 (2H, s), 3.46 (2H, t, J=7 Hz), 3.22 (2H, t, J=6 Hz), 2.88 (3H, d, J=5 Hz), 2.01 (2H, t, J=7 Hz), 1.48-1.62 (4H, m); ES+ MS: 55...